This data is from the Open Reaction Database (ORD), a public repository of structured organic reaction records. The task is: describe an organic reaction: reactants, conditions, products, and yield Starting materials: C(C)(C)(C)OC(=O)N1N=C(C=C1CC(=O)OCC)C=O (ethyl [1-(t-butoxycarbonyl)-3-formyl-1H-pyrazol-5-yl]acetate), C1(=CC=CC=C1)C(N1CCC(CC1)=O)(C1=CC=CC=C1)C1=CC=CC=C1 (1-(triphenylmethyl)piperidin-4-one), N1CCCC1 (pyrrolidine). The solvent is C1=CC=CC=C1 (benzene). Yields the product C(C)(C)(C)OC(=O)N1N=C(C=C1CC(=O)OCC)\C=C\1/CN(CCC1=O)C(C1=CC=CC=C1)(C1=CC=CC=C1)C1=CC=CC=C1 ((E)-3-{[1-(t-butoxycarbonyl)-5-(ethoxycarbonylmethyl)-1H-pyrazol-3-yl]methylidene}-1-(triphenylmethyl)piperidin-4-one). Yield: 57.0%. Reaction SMILES: [C:1]([O:5][C:6]([N:8]1[C:12]([CH2:13][C:14]([O:16][CH2:17][CH3:18])=[O:15])=[CH:11][C:10]([CH:19]=O)=[N:9]1)=[O:7])([CH3:4])([CH3:3])[CH3:2].[C:21]1([C:27]([C:41]2[CH:46]=[CH:45][CH:44]=[CH:43][CH:42]=2)([C:35]2[CH:40]=[CH:39][CH:38]=[CH:37][CH:36]=2)[N:28]2[CH2:33][CH2:32][C:31](=[O:34])[CH2:30][CH2:29]2)[CH:26]=[CH:25][CH:24]=[CH:23][CH:22]=1.N1CCCC1>C1C=CC=CC=1>[C:1]([O:5][C:6]([N:8]1[C:12]([CH2:13][C:14]([O:16][CH2:17][CH3:18])=[O:15])=[CH:11][C:10](/[CH:19]=[C:32]2\[CH2:33][N:28]([C:27]([C:35]3[CH:40]=[CH:39][CH:38]=[CH:37][CH:36]=3)([C:21]3[CH:22]=[CH:23][CH:24]=[CH:25][CH:26]=3)[C:41]3[CH:46]=[CH:45][CH:44]=[CH:43][CH:42]=3)[CH2:29][CH2:30][C:31]\2=[O:34])=[N:9]1)=[O:7])([CH3:2])([CH3:3])[CH3:4]. Procedure: Following a procedure similar to that described in Example 132-(c), ethyl [1-(t-butoxycarbonyl)-3-formyl-1H-pyrazol-5-yl]acetate (7.84 g) was subjected to the reaction with 1-(triphenylmethyl)piperidin-4-one in benzene using pyrrolidine. The crude product thus obtained was purified by silica gel chromatography using hexane, ethyl acetate, and dichloromethane (3:1:1) as an eluent to afford the title compound (9.64 g, yield: 57%) as a yellow amorphous solid. RXN SMILES: [Al+3:2].[CH2:36]1[O:37][CH2:38][CH2:39][CH2:40]1.[H-:1].[H-:4].[H-:5].[H-:6].[Li+:3].[c:7]1(-[c:30]2[cH:31][cH:32][cH:33][cH:34][cH:35]2)[cH:8][cH:9][c:10]([CH2:13][O:14][c:15]2[cH:16][c:17]3[c:22]([cH:23][cH:24]2)[CH2:21][CH:20]([CH2:25][C:26](=[O:27])[O:28][CH3:29])[CH2:19][CH2:18]3)[cH:11][cH:12]1>>[c:7]1(-[c:30]2[cH:31][cH:32][cH:33][cH:34][cH:35]2)[cH:8][cH:9][c:10]([CH2:13][O:14][c:15]2[cH:16][c:17]3[c:22]([cH:23][cH:24]2)[CH2:21][CH:20]([CH2:25][CH2:26][OH:27])[CH2:19][CH2:18]3)[cH:11][cH:12]1. Yields the product OCCC1CCc2cc(OCc3ccc(-c4ccccc4)cc3)ccc2C1. Reactants: [Al+3], C1CCOC1, [H-], [H-], [H-], [H-], [Li+], COC(=O)CC1CCc2cc(OCc3ccc(-c4ccccc4)cc3)ccc2C1. Reactants: N1CCC(CC1)N1C(NC2=CC=CC=C2C1)=O (3-(piperidin-4-yl)-3,4-dihydroquinazolin-2(1H)-one), FC=1C=C(CN2C(=NC=C2Br)C(CC2=CC3=CN(N=C3C(=C2)C)COCC[Si](C)(C)C)NC(OC(C)(C)C)=O)C=C(C1)F (tert-Butyl 1-(1-(3,5-difluorobenzyl)-5-bromo-1H-imidazol-2-yl)-2-(7-methyl-2-((2-(trimethylsilyl)ethoxy)methyl)-2H-indazol-5-yl)ethylcarbamate), Cl (hydrochloric acid), C(=O)(C=1NC=CN1)C=1NC=CN1 (carbonyl diimidazole), N′N-diisopropylethylamine. Run in C(C)(=O)OCC (ethyl acetate). Reaction conditions: temperature 0 celsius, time 3 day. Yields the product FC=1C=C(CN2C(=NC=C2Br)C(CC2=CC3=CNN=C3C(=C2)C)NC(=O)N2CCC(CC2)N2C(NC3=CC=CC=C3C2)=O)C=C(C1)F ((±)-N-(1-(1-(3,5-Difluorobenzyl)-5-bromo-1H-imidazol-2-yl)-2-(7-methyl-2H-indazol-5-yl)ethyl)-4-(2-oxo-1,2-dihydroquinazolin-3(4H)-yl)piperidine-1-carboxamide). As a reaction SMILES: [F:1][C:2]1[CH:3]=[C:4]([CH:40]=[C:41]([F:43])[CH:42]=1)[CH2:5][N:6]1[C:10]([Br:11])=[CH:9][N:8]=[C:7]1[CH:12]([NH:32][C:33](=[O:39])OC(C)(C)C)[CH2:13][C:14]1[CH:22]=[C:21]([CH3:23])[C:20]2[C:16](=[CH:17][N:18](COCC[Si](C)(C)C)[N:19]=2)[CH:15]=1.Cl.C(C1NC=CN=1)(C1NC=CN=1)=O.[NH:57]1[CH2:62][CH2:61][CH:60]([N:63]2[CH2:72][C:71]3[C:66](=[CH:67][CH:68]=[CH:69][CH:70]=3)[NH:65][C:64]2=[O:73])[CH2:59][CH2:58]1>C(OCC)(=O)C>[F:1][C:2]1[CH:3]=[C:4]([CH:40]=[C:41]([F:43])[CH:42]=1)[CH2:5][N:6]1[C:10]([Br:11])=[CH:9][N:8]=[C:7]1[CH:12]([NH:32][C:33]([N:57]1[CH2:58][CH2:59][CH:60]([N:63]2[CH2:72][C:71]3[C:66](=[CH:67][CH:68]=[CH:69][CH:70]=3)[NH:65][C:64]2=[O:73])[CH2:61][CH2:62]1)=[O:39])[CH2:13][C:14]1[CH:22]=[C:21]([CH3:23])[C:20]2[C:16](=[CH:17][NH:18][N:19]=2)[CH:15]=1. Procedure: tert-Butyl 1-(1-(3,5-difluorobenzyl)-5-bromo-1H-imidazol-2-yl)-2-(7-methyl-2-((2-(trimethylsilyl)ethoxy)methyl)-2H-indazol-5-yl)ethylcarbamate (16.0 mg, 0.024 mmol) was dissolved in a minimum amount of ethyl acetate, and treated with hydrochloric acid (4 N in dioxane, 1.0 mL). The mixture was stirred under nitrogen for 3 days. After removal of the solvents, the crude mixture was treated with diethyl ether to give a precipitate which was filtered. The resulting solid was dissolved in dimethylform... The reactants are CCO, Nc1ccc2c(c1)NC(=C(C(=O)c1ccccc1)C(=O)c1cc(F)cc(F)c1)N2, OCc1cccc2[nH]nnc12. The product is CNc1ccc2c(c1)NC(=C(C(=O)c1ccccc1)C(=O)c1cc(F)cc(F)c1)N2. RXN SMILES: [CH3:41][CH2:42][OH:43].[NH2:1][c:2]1[cH:3][c:4]2[c:5]([cH:28][cH:29]1)[NH:6][C:7](=[C:9]([C:10](=[O:11])[c:12]1[cH:13][c:14]([F:19])[cH:15][c:16]([F:18])[cH:17]1)[C:20](=[O:21])[c:22]1[cH:23][cH:24][cH:25][cH:26][cH:27]1)[NH:8]2.[OH:30][CH2:31][c:32]1[c:33]2[n:34][n:35][nH:36][c:37]2[cH:38][cH:39][cH:40]1>>[NH:1]([c:2]1[cH:3][c:4]2[c:5]([cH:28][cH:29]1)[NH:6][C:7](=[C:9]([C:10](=[O:11])[c:12]1[cH:13][c:14]([F:19])[cH:15][c:16]([F:18])[cH:17]1)[C:20](=[O:21])[c:22]1[cH:23][cH:24][cH:25][cH:26][cH:27]1)[NH:8]2)[CH3:31].